Task: describe an organic reaction: reactants, conditions, products, and yield. Dataset: the Open Reaction Database (ORD), a public repository of structured organic reaction records Solvent: O1CCCC1 (tetrahydrofuran). Reactants: ON=C(C(=O)OC)C(C(CCCCCCCCCCCCCC)OC(C)=O)=O (methyl 2-hydroxyimino-3-oxo-4-acetoxyoctadecanoate), [H-].[Al+3].[Li+].[H-].[H-].[H-] (lithium aluminum hydride), Cl (hydrochloric acid). RXN SMILES: [H-].[Al+3].[Li+].[H-].[H-].[H-].O[N:8]=[C:9]([C:14](=[O:34])[CH:15]([O:30]C(=O)C)[CH2:16][CH2:17][CH2:18][CH2:19][CH2:20][CH2:21][CH2:22][CH2:23][CH2:24][CH2:25][CH2:26][CH2:27][CH2:28][CH3:29])[C:10](OC)=[O:11].[ClH:35]>O1CCCC1>[ClH:35].[NH2:8][CH:9]([CH:14]([OH:34])[CH:15]([OH:30])[CH2:16][CH2:17][CH2:18][CH2:19][CH2:20][CH2:21][CH2:22][CH2:23][CH2:24][CH2:25][CH2:26][CH2:27][CH2:28][CH3:29])[CH2:10][OH:11] |f:0.1.2.3.4.5,9.10|. Conditions: temperature 60 celsius. Procedure details: 0.275 mol of lithium aluminum hydride was introduced, under argon, with continual stirring, into tetrahydrofuran. The solution was then cooled to a temperature of 0° C., and 0.055 mol of methyl 2-hydroxyimino-3-oxo-4-acetoxyoctadecanoate was slowly added. The reaction mixture was then gradually heated to 60° C. At the end of the reaction, marked by the disappearance of the starting materials, the reaction mixture was hydrolysed while cold with a hydrochloric acid solution. A precipitate formed, ... Yields the product Cl.NC(CO)C(C(CCCCCCCCCCCCCC)O)O (2-aminooctadecane-1,3,4-triol hydrochloride). Reactants: [BH4-], CC(C)(C)c1ccc(CN)cc1, CO, Cl, O=CCCC(F)(F)F, [Na+]. The product is CC(C)(C)c1ccc(CNCCCC(F)(F)F)cc1. RXN SMILES: [BH4-:21].[C:1]([CH3:2])([CH3:3])([CH3:4])[c:5]1[cH:6][cH:7][c:8]([CH2:9][NH2:10])[cH:11][cH:12]1.[CH3:24][OH:25].[ClH:23].[F:13][C:14]([CH2:15][CH2:16][CH:17]=[O:18])([F:19])[F:20].[Na+:22]>>[C:1]([CH3:2])([CH3:3])([CH3:4])[c:5]1[cH:6][cH:7][c:8]([CH2:9][NH:10][CH2:17][CH2:16][CH2:15][C:14]([F:13])([F:19])[F:20])[cH:11][cH:12]1. RXN SMILES: [O:1]1[C:5]2([CH2:10][CH2:9][NH:8][CH:7]([C:11]([O:13]C)=O)[CH2:6]2)[O:4][CH2:3][CH2:2]1.[NH:15]1[CH2:20][CH:19]=[CH:18][CH2:17][CH2:16]1>>[O:4]1[C:5]2([CH2:10][CH2:9][NH:8][CH:7]([C:11]([N:15]3[CH2:16][CH:17]=[CH:18][CH2:19][CH2:20]3)=[O:13])[CH2:6]2)[O:1][CH2:2][CH2:3]1. Procedure: A mixture of the product of Example 1 stage (iv) (1 g) and 1,2,3,6-tetrahydropyridine (2.8 ml) was heated at 150° C. in a reactivial for 2 h. After cooling the mixture was evaporated in vacuo and the solid residue (800 mg) was purified by flash chromatography eluting with dichloromethane/methanol/ammonia (200:10:1) to give the title compound as an oil (260 mg). T.l.c. Silica, dichloromethane/methanol/ammonia (150:8:1) Rf 0.25. The reactants are O1CCOC12CC(NCC2)C(=O)OC (Methyl 1,4-dioxa-8-azaspiro[4.5]decane-7-carboxylate), N1CCC=CC1 (1,2,3,6-tetrahydropyridine). The product is O1CCOC12CC(NCC2)C(=O)N2CCC=CC2 (1-[(1,4-Dioxa-8-azaspiro[4.5]dec-7-yl)carbonyl]-1,2,3,6-tetrahydropyridine). Run at temperature 150 celsius. The reactants are [H-].[Na+] (sodium hydride), FC(C=1C=C(C=O)C=C(C1)C(F)(F)F)(F)F (3,5-Bistrifluoromethyl benzaldehyde), C(C)(=O)NC(CC=1C2=C(SC1)C=CC=C2)C(CP(=O)(OCC)OCC)=O (2-Acetamido-1-(3-benzo[b]thienyl)-4-diethylphosphono-3-butanone). Solvent: oil, O1CCCC1 (tetrahydrofuran), O1CCCC1 (tetrahydrofuran). Run at time 1 hour. The product is C(C)(=O)NC(CC=1C2=C(SC1)C=CC=C2)C(C=CC2=CC(=CC(=C2)C(F)(F)F)C(F)(F)F)=O (2-Acetamido-1-(3-benzo[b]thienyl)-5-(3,5-bistrifluoromethylphenyl)-4-penten-3-one). Yield: 79.6%. RXN SMILES: [C:1]([NH:4][CH:5]([C:16](=[O:26])[CH2:17]P(OCC)(OCC)=O)[CH2:6][C:7]1[C:8]2[CH:15]=[CH:14][CH:13]=[CH:12][C:9]=2[S:10][CH:11]=1)(=[O:3])[CH3:2].[H-].[Na+].[F:29][C:30]([F:44])([F:43])[C:31]1[CH:32]=[C:33]([CH:36]=[C:37]([C:39]([F:42])([F:41])[F:40])[CH:38]=1)[CH:34]=O>O1CCCC1>[C:1]([NH:4][CH:5]([C:16](=[O:26])[CH:17]=[CH:34][C:33]1[CH:36]=[C:37]([C:39]([F:41])([F:42])[F:40])[CH:38]=[C:31]([C:30]([F:29])([F:43])[F:44])[CH:32]=1)[CH2:6][C:7]1[C:8]2[CH:15]=[CH:14][CH:13]=[CH:12][C:9]=2[S:10][CH:11]=1)(=[O:3])[CH3:2] |f:1.2|. Procedure details: A solution of the product of step (a) (10.6 g) in dry tetrahydrofuran (200 ml) was cooled to 0° C., treated with 60% sodium hydride in oil (1.07 g) and stirred for 1 hour. 3,5-Bistrifluoromethyl benzaldehyde (6.5 g) in dry tetrahydrofuran (50 ml) was added dropwise to the reaction mixture which was stirred for 1 hour before quenching with saturated ammonium chloride. The organic layer was separated and the aqueous layer was extracted with ethyl acetate (2×100 ml). The combined organic extracts w...